Dataset: the Open Reaction Database (ORD), a public repository of structured organic reaction records. Task: describe an organic reaction: reactants, conditions, products, and yield Starting materials: CCOCC1COC(=O)N1c1ccc(C(=O)N2CCNCC2)cc1, Clc1cc(Cl)c(Cl)nc1Cl. Product: CCOCC1COC(=O)N1c1ccc(C(=O)N2CCN(c3nc(Cl)c(Cl)cc3Cl)CC2)cc1. Reaction SMILES: [CH2:1]([CH3:2])[O:3][CH2:4][CH:5]1[N:6]([c:11]2[cH:12][cH:13][c:14]([C:17](=[O:18])[N:19]3[CH2:20][CH2:21][NH:22][CH2:23][CH2:24]3)[cH:15][cH:16]2)[C:7](=[O:10])[O:8][CH2:9]1.[Cl:25][c:26]1[n:27][c:28]([Cl:34])[c:29]([Cl:33])[cH:30][c:31]1[Cl:32]>>[CH2:1]([CH3:2])[O:3][CH2:4][CH:5]1[N:6]([c:11]2[cH:12][cH:13][c:14]([C:17](=[O:18])[N:19]3[CH2:20][CH2:21][N:22]([c:28]4[n:27][c:26]([Cl:25])[c:31]([Cl:32])[cH:30][c:29]4[Cl:33])[CH2:23][CH2:24]3)[cH:15][cH:16]2)[C:7](=[O:10])[O:8][CH2:9]1. Reactants: CNC, [Cl-], O=S(Cl)Cl, O=C(O)c1ccccc1Sc1ccccc1, c1ccccc1. Yields the product CN(C)C(=O)c1ccccc1Sc1ccccc1. As a reaction SMILES: [CH3:22][NH:23][CH3:24].[Cl-:21].[S:17]([Cl:18])([Cl:19])=[O:20].[c:1]1([S:7][c:8]2[c:9]([C:10](=[O:11])[OH:12])[cH:13][cH:14][cH:15][cH:16]2)[cH:2][cH:3][cH:4][cH:5][cH:6]1.[cH:25]1[cH:26][cH:27][cH:28][cH:29][cH:30]1>>[c:1]1([S:7][c:8]2[c:9]([C:10](=[O:11])[N:23]([CH3:22])[CH3:24])[cH:13][cH:14][cH:15][cH:16]2)[cH:2][cH:3][cH:4][cH:5][cH:6]1. Reactants: ClC=1C=C(C=C(C1Cl)Cl)C(=O)N (3,4,5-trichlorobenzene carboxamide), [K].C1(=CC=CC2=CC=CC=C12)S (1-naphthalenethiol potassium salt). Run in O (water), CN(C=O)C (dimethylformamide). Reaction conditions: time 2 day. Yields the product ClC=1C=C(C=C(C1SC1=CC=CC2=CC=CC=C12)Cl)C(=O)N (3,5-Dichloro-4-[(l-naphthyl)thio]benzene carboxamide). RXN SMILES: [Cl:1][C:2]1[CH:3]=[C:4]([C:10]([NH2:12])=[O:11])[CH:5]=[C:6]([Cl:9])[C:7]=1Cl.[K].[C:14]1([SH:24])[C:23]2[C:18](=[CH:19][CH:20]=[CH:21][CH:22]=2)[CH:17]=[CH:16][CH:15]=1>CN(C)C=O.O>[Cl:9][C:6]1[CH:5]=[C:4]([C:10]([NH2:12])=[O:11])[CH:3]=[C:2]([Cl:1])[C:7]=1[S:24][C:14]1[C:23]2[C:18](=[CH:19][CH:20]=[CH:21][CH:22]=2)[CH:17]=[CH:16][CH:15]=1 |f:1.2,^1:12|. Reported procedure: To a solution of 3,4,5-trichlorobenzene carboxamide (25 g) in 220 ml of dry dimethylformamide (DMF), 26 g of 1-naphthalenethiol potassium salt is added and the reaction mixture stirred at room temperature for two days. The reaction mixture is then diluted with water and extracted with methylene chloride. The combined extracts are washed with water, dried with anhydrous magnesium sulfate and concentrated. The product can be purified by chromatography on silica gel.